Task: describe an organic reaction: reactants, conditions, products, and yield. Dataset: the Open Reaction Database (ORD), a public repository of structured organic reaction records Reactants: O=C1CCC(=O)N1Br, ClC(Cl)Cl, ClCCl, Nc1cc(Cl)ccn1, [Na+], [OH-]. Product: Nc1cc(Cl)c(Br)cn1. As a reaction SMILES: [Br:9][N:10]1[C:11](=[O:12])[CH2:13][CH2:14][C:15]1=[O:16].[CH:22]([Cl:23])([Cl:24])[Cl:25].[Cl:17][CH2:18][Cl:19].[Cl:1][c:2]1[cH:3][c:4]([NH2:8])[n:5][cH:6][cH:7]1.[Na+:21].[OH-:20]>>[Cl:1][c:2]1[cH:3][c:4]([NH2:8])[n:5][cH:6][c:7]1[Br:9]. Starting materials: C(Br)(Br)(Br)Br (carbon tetrabromide), C(C)(C)N(C(C)C)CC (N,N-diisopropylethylamine), Example 4 ( 4c ), Cl.N1CC(C1)C(=O)OCC (ethyl 3-azetidinecarboxylate hydrochloride), Example 1 ( 1f ), C1(=CC=CC=C1)C=1C=C(SC1C(F)(F)F)C1=NC(=NO1)C1=CC=C(S1)CO ((5-{5-[4-phenyl-5-(trifluoromethyl)-2-thienyl]-1,2,4-oxadiazol-3-yl}-2-thienyl)methanol), C1(=CC=CC=C1)P(C1=CC=CC=C1)C1=CC=CC=C1 (triphenylphosphine). The product is crude product, C1(=CC=CC=C1)C=1C=C(SC1C(F)(F)F)C1=NC(=NO1)C1=CC=C(S1)CN1CC(C1)C(=O)OCC (Ethyl 1-[(5-{5-[4-phenyl-5-(trifluoromethyl)-2-thienyl]-1,2,4-oxadiazol-3-yl}-2-thienyl)methyl]azetidine-3-carboxylate). Reaction SMILES: [C:1]1([C:7]2[CH:8]=[C:9]([C:16]3[O:20][N:19]=[C:18]([C:21]4[S:25][C:24]([CH2:26]O)=[CH:23][CH:22]=4)[N:17]=3)[S:10][C:11]=2[C:12]([F:15])([F:14])[F:13])[CH:6]=[CH:5][CH:4]=[CH:3][CH:2]=1.C(Br)(Br)(Br)Br.C1(P(C2C=CC=CC=2)C2C=CC=CC=2)C=CC=CC=1.Cl.[NH:53]1[CH2:56][CH:55]([C:57]([O:59][CH2:60][CH3:61])=[O:58])[CH2:54]1.C(N(CC)C(C)C)(C)C>>[C:1]1([C:7]2[CH:8]=[C:9]([C:16]3[O:20][N:19]=[C:18]([C:21]4[S:25][C:24]([CH2:26][N:53]5[CH2:56][CH:55]([C:57]([O:59][CH2:60][CH3:61])=[O:58])[CH2:54]5)=[CH:23][CH:22]=4)[N:17]=3)[S:10][C:11]=2[C:12]([F:15])([F:14])[F:13])[CH:2]=[CH:3][CH:4]=[CH:5][CH:6]=1 |f:3.4|. Reported procedure: The crude product of the title compound was synthesized by conducting the similar reaction to that mentioned in Example 1 (1f) using (5-{5-[4-phenyl-5-(trifluoromethyl)-2-thienyl]-1,2,4-oxadiazol-3-yl}-2-thienyl)methanol (0.12 g, 0.29 mmol) that was obtained in Example 4 (4c), carbon tetrabromide (0.19 g, 0.58 mmol), triphenylphosphine (0.15 g, 0.58 mmol), ethyl 3-azetidinecarboxylate hydrochloride (62 mg, 0.38 mmol), and N,N-diisopropylethylamine (0.13 ml, 0.73 mmol). Subsequently, the crude pr... Product: O=C(O)c1ccc(CC2C#CCCCCC2)cc1. Reactants: COC(=O)c1ccc(CC2C#CCCCCC2)cc1, [Li+], C1COCCO1, [OH-], O. RXN SMILES: [CH3:1][O:2][C:3]([c:4]1[cH:5][cH:6][c:7]([CH2:10][CH:11]2[C:12]#[C:13][CH2:14][CH2:15][CH2:16][CH2:17][CH2:18]2)[cH:8][cH:9]1)=[O:19].[Li+:21].[O:22]1[CH2:23][CH2:24][O:25][CH2:26][CH2:27]1.[OH-:20].[OH2:28]>>[O:2]=[C:3]([c:4]1[cH:5][cH:6][c:7]([CH2:10][CH:11]2[C:12]#[C:13][CH2:14][CH2:15][CH2:16][CH2:17][CH2:18]2)[cH:8][cH:9]1)[OH:19]. The reactants are O=C=O, C1CCOC1, [Li]CCCC, CCOCC, [K+], CC(C)(C)OC(=O)N1CCC(CCN2CCc3sccc3C2=O)CC1, O, O=S(=O)([O-])O. Product: CC(C)(C)OC(=O)N1CCC(CCN2CCc3sc(C(=O)O)cc3C2=O)CC1. Reaction SMILES: [C:36](=[O:37])=[O:38].[CH2:45]1[O:46][CH2:47][CH2:48][CH2:49]1.[CH3:26][CH2:27][CH2:28][CH2:29][Li:30].[CH3:31][CH2:32][O:33][CH2:34][CH3:35].[K+:44].[O:1]=[C:2]1[N:3]([CH2:11][CH2:12][CH:13]2[CH2:14][CH2:15][N:16]([C:19](=[O:20])[O:21][C:22]([CH3:23])([CH3:24])[CH3:25])[CH2:17][CH2:18]2)[CH2:4][CH2:5][c:6]2[c:7]1[cH:8][cH:9][s:10]2.[OH2:50].[S:39](=[O:40])(=[O:41])([OH:42])[O-:43]>>[O:1]=[C:2]1[N:3]([CH2:11][CH2:12][CH:13]2[CH2:14][CH2:15][N:16]([C:19](=[O:20])[O:21][C:22]([CH3:23])([CH3:24])[CH3:25])[CH2:17][CH2:18]2)[CH2:4][CH2:5][c:6]2[c:7]1[cH:8][c:9]([C:36](=[O:37])[OH:38])[s:10]2. Reactants: C=CCC(O)C1CCN(C(=O)OC(C)(C)C)C1, ClCCl, C=[N+]=[N-], N#N, CC(=O)[O-], CC(=O)[O-], [Pd+2]. Yields the product CC(C)(C)OC(=O)N1CCC(C(O)CC2CC2)C1. As a reaction SMILES: [C:1]([CH3:2])([CH3:3])([CH3:4])[O:5][C:6](=[O:7])[N:8]1[CH2:9][CH:10]([CH:13]([CH2:14][CH:15]=[CH2:16])[OH:17])[CH2:11][CH2:12]1.[Cl:23][CH2:24][Cl:25].[N+:18](=[N-:19])=[CH2:20].[N:21]#[N:22].[O-:27][C:28]([CH3:29])=[O:30].[O-:31][C:32]([CH3:33])=[O:34].[Pd+2:26]>>[C:1]([CH3:2])([CH3:3])([CH3:4])[O:5][C:6](=[O:7])[N:8]1[CH2:9][CH:10]([CH:13]([CH2:14][CH:15]2[CH2:16][CH2:20]2)[OH:17])[CH2:11][CH2:12]1. Starting materials: C(C1=CC=CC=C1)OCCCCCCCCCCCCOP(O)(O)=O (12-benzyloxydodecyl phosphoric acid). The solvent is CO (methanol). Product: OCCCCCCCCCCCCOP(O)(O)=O (12-hydroxydodecyl phosphoric acid). RXN SMILES: C([O:8][CH2:9][CH2:10][CH2:11][CH2:12][CH2:13][CH2:14][CH2:15][CH2:16][CH2:17][CH2:18][CH2:19][CH2:20][O:21][P:22](=[O:25])([OH:24])[OH:23])C1C=CC=CC=1>CO>[OH:8][CH2:9][CH2:10][CH2:11][CH2:12][CH2:13][CH2:14][CH2:15][CH2:16][CH2:17][CH2:18][CH2:19][CH2:20][O:21][P:22](=[O:23])([OH:24])[OH:25]. Reported procedure: In a single-neck flask with a reflux condenser, 12-diethoxyphosphoryl benzoate (4.0 g, 9.3 mmol) is weighed and concentrated HCl (10 mL) is added. The mixture is brought to a temperature of 100° C. and left stirring under a static head of nitrogen. After 72 hours ethyl acetate (80 mL) and distilled water (40 mL) are added. Separation is carried out in a separating funnel and the water is extracted three more times with ethyl acetate (3×50 mL). The combined organic phases are washed with a satura... The reactants are CC(C)(C)OC(=O)Nc1ccc(-c2c(C#N)c3ccc(S(C)(=O)=O)cc3n2OCC2CCC2)cc1, ClCCl, O=C(O)C(F)(F)F. Product: CS(=O)(=O)c1ccc2c(C#N)c(-c3ccc(N)cc3)n(OCC3CCC3)c2c1. As a reaction SMILES: [C:1]([O:2][C:3](=[O:4])[NH:7][c:8]1[cH:9][cH:10][c:11](-[c:14]2[n:15]([O:29][CH2:30][CH:31]3[CH2:32][CH2:33][CH2:34]3)[c:16]3[cH:17][c:18]([S:25](=[O:26])(=[O:27])[CH3:28])[cH:19][cH:20][c:21]3[c:22]2[C:23]#[N:24])[cH:12][cH:13]1)([CH3:5])([CH3:6])[CH3:35].[Cl:43][CH2:44][Cl:45].[F:36][C:37]([F:38])([F:39])[C:40]([OH:41])=[O:42]>>[NH2:7][c:8]1[cH:9][cH:10][c:11](-[c:14]2[n:15]([O:29][CH2:30][CH:31]3[CH2:32][CH2:33][CH2:34]3)[c:16]3[cH:17][c:18]([S:25](=[O:26])(=[O:27])[CH3:28])[cH:19][cH:20][c:21]3[c:22]2[C:23]#[N:24])[cH:12][cH:13]1.